This data is from the Open Reaction Database (ORD), a public repository of structured organic reaction records. The task is: describe an organic reaction: reactants, conditions, products, and yield Starting materials: C(CCC)[C@H]1CC[C@H](CC1)C(=O)OCC (ethyl cis-4-n-butylcyclohexanecarboxylate), [Na] (Sodium), O (Water). Solvent: C(C)O (ethanol). Conditions: temperature 20 celsius. Product: C(CCC)[C@@H]1CC[C@H](CC1)C(=O)O (trans-4-n-butylcyclohexanecarboxylic acid). Reaction SMILES: [Na].[CH2:2]([C@@H:6]1[CH2:11][CH2:10][C@H:9]([C:12]([O:14]CC)=[O:13])[CH2:8][CH2:7]1)[CH2:3][CH2:4][CH3:5].O>C(O)C>[CH2:2]([C@H:6]1[CH2:11][CH2:10][C@H:9]([C:12]([OH:14])=[O:13])[CH2:8][CH2:7]1)[CH2:3][CH2:4][CH3:5] |^1:0|. Reported procedure: Sodium (7.5 g, 0.33 mol) was dissolved in anhydrous ethanol (200 ml) and ethyl cis-4-n-butylcyclohexanecarboxylate (13) was added. The reaction mixture was heated at reflux for 16 hr and was then cooled to 20° C. Water (38 ml) was added and the mixture was re-heated to reflux for a further 24 hr. The resulting mixture was evaporated to a small volume and the residue was dissolved in water (115 ml). The solution was acidified using concentrated hydrochloric acid and the product was then extracted... Starting materials: COC([C@H](CC1=CC(=C(C=C1)Cl)Cl)NC(C1=C(C=C(C=C1)I)NS(=O)(=O)C1=CC=CC=2C1=NSN2)=O)=O ((S)-2-[2-(benzo[1,2,5]thiadiazole-4-sulfonylamino)-4-iodo-benzoylamino]-3-(3,4-dichloro-phenyl)-propionic acid methyl ester), O[Li].O.O (LiOH-2H2O), Cl (HCl). Run in O.C1CCOC1 (water THF). Run at time 2 hour. Yields the product N1=C2C(=NS1)C(=CC=C2)S(=O)(=O)NC2=C(C(=O)N[C@H](C(=O)O)CC1=CC(=C(C=C1)Cl)Cl)C=CC(=C2)I ((S)-2-[2-(Benzo[1,2,5]thiadiazole-4-sulfonylamino)-4-iodo-benzoylamino]-3-(3,4-dichloro-phenyl)-propionic acid). Isolated yield 76.6%. RXN SMILES: C[O:2][C:3](=[O:37])[C@@H:4]([NH:14][C:15](=[O:36])[C:16]1[CH:21]=[CH:20][C:19]([I:22])=[CH:18][C:17]=1[NH:23][S:24]([C:27]1[C:32]2=[N:33][S:34][N:35]=[C:31]2[CH:30]=[CH:29][CH:28]=1)(=[O:26])=[O:25])[CH2:5][C:6]1[CH:11]=[CH:10][C:9]([Cl:12])=[C:8]([Cl:13])[CH:7]=1.O[Li].O.O.Cl>O.C1COCC1>[N:35]1[S:34][N:33]=[C:32]2[C:27]([S:24]([NH:23][C:17]3[CH:18]=[C:19]([I:22])[CH:20]=[CH:21][C:16]=3[C:15]([NH:14][C@@H:4]([CH2:5][C:6]3[CH:11]=[CH:10][C:9]([Cl:12])=[C:8]([Cl:13])[CH:7]=3)[C:3]([OH:37])=[O:2])=[O:36])(=[O:25])=[O:26])=[CH:28][CH:29]=[CH:30][C:31]=12 |f:1.2.3,5.6|. Procedure details: To (S)-2-[2-(benzo[1,2,5]thiadiazole-4-sulfonylamino)-4-iodo-benzoylamino]-3-(3,4-dichloro-phenyl)-propionic acid methyl ester (55 mg, 0.079 mmol) in 2:1 water/THF (3 mL) was added LiOH-2H2O (7 mg, 0.158 mmol). The yellow solution was stirred for 2 h and then 20% aq. HCl (2 mL) was added. The mixture was extracted with EtOAc (3×). The organic layers were combined, dried (MgSO4), and concentrated to provide the desired product as a white solid (41 mg, 76%). HPLC: RT=9.77 min. MS (ESI−): mass calc... The reactants are C[Si](C=1C=C(C(=O)NC2=CC(=C(C=C2)/C=C(/C(=O)O)\C)F)C=C(C1)[Si](C)(C)C)(C)C ((E)-3-[4-[[3,5-Bis(trimethylsilyl)benzoyl]amino]-2-fluorophenyl]-2-methylacrylic acid), [H][H] (hydrogen). The reagents and catalysts are [C].[Pd] (palladium carbon). Solvent: O1CCCC1 (tetrahydrofuran), CO (methanol). The product is C[Si](C=1C=C(C(=O)NC2=CC(=C(C=C2)CC(C(=O)O)C)F)C=C(C1)[Si](C)(C)C)(C)C (3-[4-[[3,5-Bis(trimethylsilyl)benzoyl]amino]-2-fluoro-phenyl]-2-methylpropanoic acid). Isolated yield 94.0%. RXN SMILES: [CH3:1][Si:2]([CH3:30])([CH3:29])[C:3]1[CH:4]=[C:5]([CH:22]=[C:23]([Si:25]([CH3:28])([CH3:27])[CH3:26])[CH:24]=1)[C:6]([NH:8][C:9]1[CH:14]=[CH:13][C:12](/[CH:15]=[C:16](\[CH3:20])/[C:17]([OH:19])=[O:18])=[C:11]([F:21])[CH:10]=1)=[O:7].[H][H]>O1CCCC1.CO.[C].[Pd]>[CH3:28][Si:25]([CH3:26])([CH3:27])[C:23]1[CH:22]=[C:5]([CH:4]=[C:3]([Si:2]([CH3:1])([CH3:30])[CH3:29])[CH:24]=1)[C:6]([NH:8][C:9]1[CH:14]=[CH:13][C:12]([CH2:15][CH:16]([CH3:20])[C:17]([OH:19])=[O:18])=[C:11]([F:21])[CH:10]=1)=[O:7] |f:4.5|. Reported procedure: Compound 14 (214 mg) was dissolved in tetrahydrofuran (4.0 ml) and methanol (4.0 ml), and a 10% palladium carbon catalyst (70.0 mg) was added thereto. The obtained mixture was stirred at room temperature in a hydrogen atmosphere for 6 hours. The catalyst was removed by Cerite filtration, and the solvent was distilled off from the filtrate under reduced pressure. As a result, Compound 16 (202 mg, 94%) was obtained as an opalescent solid. The reactants are COCC1CNCCO1, CCSC1=NC(=O)C(=Cc2ccc3c(cnn3Cc3ccc(C(F)(F)F)cc3C(F)(F)F)c2)S1. Yields the product COCC1CN(C2=NC(=O)C(=Cc3ccc4c(cnn4Cc4ccc(C(F)(F)F)cc4C(F)(F)F)c3)S2)CCO1. As a reaction SMILES: [CH3:35][O:36][CH2:37][CH:38]1[O:39][CH2:40][CH2:41][NH:42][CH2:43]1.[F:1][C:2]([c:3]1[c:4]([CH2:5][n:6]2[n:7][cH:8][c:9]3[cH:10][c:11]([CH:15]=[C:16]4[C:17](=[O:24])[N:18]=[C:19]([S:21][CH2:22][CH3:23])[S:20]4)[cH:12][cH:13][c:14]23)[cH:25][cH:26][c:27]([C:29]([F:30])([F:31])[F:32])[cH:28]1)([F:33])[F:34]>>[F:1][C:2]([c:3]1[c:4]([CH2:5][n:6]2[n:7][cH:8][c:9]3[cH:10][c:11]([CH:15]=[C:16]4[C:17](=[O:24])[N:18]=[C:19]([N:42]5[CH2:41][CH2:40][O:39][CH:38]([CH2:37][O:36][CH3:35])[CH2:43]5)[S:20]4)[cH:12][cH:13][c:14]23)[cH:25][cH:26][c:27]([C:29]([F:30])([F:31])[F:32])[cH:28]1)([F:33])[F:34].